This data is from the Open Reaction Database (ORD), a public repository of structured organic reaction records. The task is: describe an organic reaction: reactants, conditions, products, and yield The reactants are COCCC1CNCCN1, CS(C)=O, Cc1ccccc1, Cl, Cc1cc2c(s1)Nc1cc(F)c(F)cc1N=C2N. The product is COCCC1CN(C2=Nc3cc(F)c(F)cc3Nc3sc(C)cc32)CCN1. RXN SMILES: [CH3:20][O:21][CH2:22][CH2:23][CH:24]1[NH:25][CH2:26][CH2:27][NH:28][CH2:29]1.[CH3:30][S:31]([CH3:32])=[O:33].[CH3:34][c:35]1[cH:36][cH:37][cH:38][cH:39][cH:40]1.[ClH:1].[F:2][c:3]1[c:4]([F:19])[cH:5][c:6]2[c:7]([cH:18]1)[NH:8][c:9]1[s:10][c:11]([CH3:17])[cH:12][c:13]1[C:14]([NH2:16])=[N:15]2>>[F:2][c:3]1[c:4]([F:19])[cH:5][c:6]2[c:7]([cH:18]1)[NH:8][c:9]1[s:10][c:11]([CH3:17])[cH:12][c:13]1[C:14]([N:16]1[CH2:27][CH2:26][NH:25][CH:24]([CH2:23][CH2:22][O:21][CH3:20])[CH2:29]1)=[N:15]2. The reactants are CN(CCCn1c(SCc2cccc(Br)c2)nc2cc(C(=O)O)ccc21)CCc1ccccn1, O=C(c1ncc[nH]1)c1ncc[nH]1, CN(C)C=O, ClC(Cl)Cl, ClCCl, C1CCN(C2CCNCC2)C1, C1CCOC1. The product is CN(CCCn1c(SCc2cccc(Br)c2)nc2cc(C(=O)N3CCC(N4CCCC4)CC3)ccc21)CCc1ccccn1. RXN SMILES: [Br:13][c:14]1[cH:15][c:16]([CH2:17][S:18][c:19]2[n:20][c:21]3[c:22]([n:23]2[CH2:24][CH2:25][CH2:26][N:27]([CH2:28][CH2:29][c:30]2[n:31][cH:32][cH:33][cH:34][cH:35]2)[CH3:36])[cH:37][cH:38][c:39]([C:41](=[O:42])[OH:43])[cH:40]3)[cH:44][cH:45][cH:46]1.[C:1]([c:2]1[nH:3][cH:4][cH:5][n:6]1)([c:7]1[nH:8][cH:9][cH:10][n:11]1)=[O:12].[CH3:62][N:63]([CH3:64])[CH:65]=[O:66].[CH:58]([Cl:59])([Cl:60])[Cl:61].[Cl:72][CH2:73][Cl:74].[N:47]1([CH:52]2[CH2:53][CH2:54][NH:55][CH2:56][CH2:57]2)[CH2:48][CH2:49][CH2:50][CH2:51]1.[O:67]1[CH2:68][CH2:69][CH2:70][CH2:71]1>>[Br:13][c:14]1[cH:15][c:16]([CH2:17][S:18][c:19]2[n:20][c:21]3[c:22]([n:23]2[CH2:24][CH2:25][CH2:26][N:27]([CH2:28][CH2:29][c:30]2[n:31][cH:32][cH:33][cH:34][cH:35]2)[CH3:36])[cH:37][cH:38][c:39]([C:41](=[O:42])[N:55]2[CH2:54][CH2:53][CH:52]([N:47]4[CH2:48][CH2:49][CH2:50][CH2:51]4)[CH2:57][CH2:56]2)[cH:40]3)[cH:44][cH:45][cH:46]1.